This data is from the Open Reaction Database (ORD), a public repository of structured organic reaction records. The task is: describe an organic reaction: reactants, conditions, products, and yield The reactants are O[C@@H]1[C@@H](C=2C(=CC=3C(=CC(=NC3C2)C#N)C)OC1(C)C)NCCC1=CC=CC=C1 ((3R*,4R*)-3-hydroxy-2,2,9-trimethyl-4-[(2-phenylethyl)amino]-3,4-dihydro-2H-pyrano[2,3-g]quinoline-7-carbonitrile), Example 14. The reagents and catalysts are [Pd] (Pd/C). Solvent: C(C)(=O)O (acetic acid). Run at time 2 hour. Yields the product NCC1=NC=2C=C3C(=CC2C(=C1)C)OC([C@@H]([C@H]3NCCC3=CC=CC=C3)O)(C)C ((3R*,4S*)-7-aminomethyl-2,2,9-trimethyl-4-[(2-phenylethyl)amino]-3,4-dihydro-2H-pyrano[2,3-g]quinolin-3-ol). Reaction SMILES: [OH:1][C@H:2]1[C:18]([CH3:20])([CH3:19])[O:17][C:5]2=[CH:6][C:7]3[C:8]([CH3:16])=[CH:9][C:10]([C:14]#[N:15])=[N:11][C:12]=3[CH:13]=[C:4]2[C@H:3]1[NH:21][CH2:22][CH2:23][C:24]1[CH:29]=[CH:28][CH:27]=[CH:26][CH:25]=1>C(O)(=O)C.[Pd]>[NH2:15][CH2:14][C:10]1[CH:9]=[C:8]([CH3:16])[C:7]2[CH:6]=[C:5]3[O:17][C:18]([CH3:20])([CH3:19])[C@H:2]([OH:1])[C@@H:3]([NH:21][CH2:22][CH2:23][C:24]4[CH:29]=[CH:28][CH:27]=[CH:26][CH:25]=4)[C:4]3=[CH:13][C:12]=2[N:11]=1. Procedure: To a solution of (3R*,4R*)-3-hydroxy-2,2,9-trimethyl-4-[(2-phenylethyl)amino]-3,4-dihydro-2H-pyrano[2,3-g]quinoline-7-carbonitrile described in Synthesis Example 14 (110 mg, 0.283 mmol) in acetic acid (5 mL), 10% Pd/C (22 mg) was added at room temperature, and the resulting mixture was stirred for 2 hours under hydrogen atmosphere. Upon the completion of the reaction, the resulting solution was filtered through celite, the solvent was distilled off and then sodium carbonate aqueous solution was ...